This data is from the Open Reaction Database (ORD), a public repository of structured organic reaction records. The task is: describe an organic reaction: reactants, conditions, products, and yield The reactants are F[C@H]1[C@@H](C1)C(=O)O (trans-2-Fluoro-cyclopropanecarboxylic acid), C(=O)(N1C=NC=C1)N1C=NC=C1 (1,1′-carbonyldiimidazole), ON=C(C1=CC(=C(C=C1)C)[N+](=O)[O-])N (N′-hydroxy-4-methyl-3-nitrobenzimidamide). Solvent: CN1CCCC1=O (NMP). Reaction conditions: temperature 120 celsius, time 3 minute. The product is FC1C(C1)C1=NC(=NO1)C1=CC(=C(C=C1)C)[N+](=O)[O-] (5-(2-fluorocyclopropyl)-3-(4-methyl-3-nitrophenyl)-1,2,4-oxadiazole). RXN SMILES: [F:1][C@@H:2]1[CH2:4][C@H:3]1[C:5]([OH:7])=O.C(N1C=CN=C1)(N1C=CN=C1)=O.O[N:21]=[C:22]([NH2:33])[C:23]1[CH:28]=[CH:27][C:26]([CH3:29])=[C:25]([N+:30]([O-:32])=[O:31])[CH:24]=1>CN1C(=O)CCC1>[F:1][CH:2]1[CH2:4][CH:3]1[C:5]1[O:7][N:33]=[C:22]([C:23]2[CH:28]=[CH:27][C:26]([CH3:29])=[C:25]([N+:30]([O-:32])=[O:31])[CH:24]=2)[N:21]=1. Procedure: To a stirring solution of trans-2-Fluoro-cyclopropanecarboxylic acid (0.38 g, 3.68 mmol) in anhydrous NMP (12 mL) was added 1,1′-carbonyldiimidazole (CDI) (0.59 g, 3.68 mmol). The reaction was stirred for 3 minutes. N′-hydroxy-4-methyl-3-nitrobenzimidamide (27) (0.72 g, 3.68 mmol) was added and the reaction was stirred for minutes then heated in the microwave at 120° C. for 15 minutes. The crude product was extracted with ethyl acetate. The organic layer was washed with water, brine and dried ov... Starting materials: [Li], [Li], [NH2-], COC(=O)c1sc2cccc(OC)c2c1N, N, C1CCOC1. Yields the product COc1cccc2sc(C(N)=O)c(N)c12. Reaction SMILES: [Li:1].[Li:4].[NH2-:2].[NH2:5][c:6]1[c:7]2[c:8]([s:9][c:10]1[C:11](=[O:12])[O:13][CH3:14])[cH:15][cH:16][cH:17][c:18]2[O:19][CH3:20].[NH3:3].[O:21]1[CH2:22][CH2:23][CH2:24][CH2:25]1>>[NH2:2][C:11]([c:10]1[c:6]([NH2:5])[c:7]2[c:8]([s:9]1)[cH:15][cH:16][cH:17][c:18]2[O:19][CH3:20])=[O:12]. Starting materials: C=C(C)OC(C)=O, C=C(C)OCCCCCCCC, CCCCCCCCOC(C)(C)OCCCCCCCC, CCCCCCCCO, Cc1ccccc1, [Na+], [Na+], O=C([O-])[O-]. Product: CCCCCCCCOC(C)=O. Reaction SMILES: [C:16]([O:17][C:18]([CH3:19])=[CH2:20])(=[O:21])[CH3:22].[C:23]([O:24][CH2:25][CH2:26][CH2:27][CH2:28][CH2:29][CH2:30][CH2:31][CH3:32])([CH3:33])=[CH2:34].[CH2:35]([CH2:36][CH2:37][CH2:38][CH2:39][CH2:40][CH2:41][CH3:42])[O:43][C:44]([CH3:45])([O:47][CH2:46][CH2:48][CH2:49][CH2:50][CH2:51][CH2:52][CH2:53][CH3:54])[CH3:55].[CH2:7]([OH:8])[CH2:9][CH2:10][CH2:11][CH2:12][CH2:13][CH2:14][CH3:15].[CH3:56][c:57]1[cH:58][cH:59][cH:60][cH:61][cH:62]1.[Na+:1].[Na+:2].[O-:3][C:4](=[O:5])[O-:6]>>[CH2:35]([CH2:36][CH2:37][CH2:38][CH2:39][CH2:40][CH2:41][CH3:42])[O:43][C:44]([CH3:45])=[O:47].